This data is from the Open Reaction Database (ORD), a public repository of structured organic reaction records. The task is: describe an organic reaction: reactants, conditions, products, and yield The reactants are C(C)C=1C(=C(NC1I)C=O)C(=O)OCC1=CC=CC=C1 (benzyl 4-ethyl-2-formyl-5-iodo-1H-pyrrole-3-carboxylate), FC1=CC=C(C=C1)B(O)O (4-fluorophenylboronic acid), COC1=C(C=CC=C1)B(O)O (2-methoxyphenylboronic acid). Yields the product C(C)C=1C(=C(NC1C1=C(C=CC=C1)OC)C=O)C(=O)OCC1=CC=CC=C1 (benzyl 4-ethyl-2-formyl-5-(2-methoxyphenyl)-1H-pyrrole-3-carboxylate). Reaction SMILES: [CH2:1]([C:3]1[C:4]([C:11]([O:13][CH2:14][C:15]2[CH:20]=[CH:19][CH:18]=[CH:17][CH:16]=2)=[O:12])=[C:5]([CH:9]=[O:10])[NH:6][C:7]=1I)[CH3:2].FC1C=CC(B(O)O)=CC=1.[CH3:31][O:32][C:33]1[CH:38]=[CH:37][CH:36]=[CH:35][C:34]=1B(O)O>>[CH2:1]([C:3]1[C:4]([C:11]([O:13][CH2:14][C:15]2[CH:20]=[CH:19][CH:18]=[CH:17][CH:16]=2)=[O:12])=[C:5]([CH:9]=[O:10])[NH:6][C:7]=1[C:34]1[CH:35]=[CH:36][CH:37]=[CH:38][C:33]=1[O:32][CH3:31])[CH3:2]. Procedure details: Following the procedures described in Example 5, replacing methyl 4-ethyl-2-formyl-5-iodo-1H-pyrrole-3-carboxylate with benzyl 4-ethyl-2-formyl-5-iodo-1H-pyrrole-3-carboxylate and 4-fluorophenylboronic acid with 2-methoxyphenylboronic acid, the title compound was obtained. Proton NMR for the product was consistent with the title compound. HRMS (ES) exact mass calculated for C22H22NO4 (M+H): 364.1544. Found 364.1537 Reactants: OC(C(=O)[O-])(C#CC1=CC=CC=C1)C (2-hydroxy-2-methyl-4-phenylbutynoate), ethyl ester, C([O-])([O-])=O.[K+].[K+] (potassium carbonate), CO (methanol), Cl (hydrochloric acid). Solvent: O (water), O (water). Product: OC(C(=O)O)(C#CC1=CC=CC=C1)C (2-hydroxy-2-methyl-4-phenylbutynoic acid). The yield is 89.0%. RXN SMILES: [OH:1][C:2]([CH3:14])([C:6]#[C:7][C:8]1[CH:13]=[CH:12][CH:11]=[CH:10][CH:9]=1)[C:3]([O-:5])=[O:4].C(=O)([O-])[O-].[K+].[K+].CO.Cl>O>[OH:1][C:2]([CH3:14])([C:6]#[C:7][C:8]1[CH:13]=[CH:12][CH:11]=[CH:10][CH:9]=1)[C:3]([OH:5])=[O:4] |f:1.2.3|. Procedure: A magnetically stirred mixture of 2.20 g (0.01 mole) of twice distilled 2-hydroxy-2-methyl-4-phenylbutynoate, ethyl ester 1.40 g (0.01 mole) of potassium carbonate and 3 ml of methanol in 20 ml of water was heated under a dry nitrogen atmosphere at 75°-80° C. for 1.5 hours, during which time the substrate dissolved to afford a faint yellow solution. After cooling, 20 ml of water was added and the solution was exhaustively extracted with ether. The aqueous phase was then treated with 1.5 g of Dar... The reactants are O=C(Cl)OCc1ccccc1, [K+], [K+], CCOC(=O)C1CCCNC1, O=C([O-])[O-], O. Yields the product CCOC(=O)C1CCCN(C(=O)OCc2ccccc2)C1. RXN SMILES: [C:1]([O:2][CH2:3][c:4]1[cH:5][cH:6][cH:7][cH:8][cH:9]1)(=[O:10])[Cl:11].[K+:23].[K+:24].[NH:12]1[CH2:13][CH:14]([C:18](=[O:19])[O:20][CH2:21][CH3:22])[CH2:15][CH2:16][CH2:17]1.[O-:25][C:26]([O-:27])=[O:28].[OH2:29]>>[C:1]([O:2][CH2:3][c:4]1[cH:5][cH:6][cH:7][cH:8][cH:9]1)(=[O:10])[N:12]1[CH2:13][CH:14]([C:18](=[O:19])[O:20][CH2:21][CH3:22])[CH2:15][CH2:16][CH2:17]1. Reactants: COC1=CC=C2C=CC=C(C2=C1)CC(=O)OCC (ethyl 7-methoxynaphth-1-ylacetate). The solvent is [OH-].[Na+] (sodium hydroxide), C(C)O (ethanol). Yields the product COC1=CC=C2C=CC=C(C2=C1)CC(=O)O ((7-Methoxynaphth-1-yl)acetic Acid). RXN SMILES: [CH3:1][O:2][C:3]1[CH:12]=[C:11]2[C:6]([CH:7]=[CH:8][CH:9]=[C:10]2[CH2:13][C:14]([O:16]CC)=[O:15])=[CH:5][CH:4]=1>[OH-].[Na+].C(O)C>[CH3:1][O:2][C:3]1[CH:12]=[C:11]2[C:6]([CH:7]=[CH:8][CH:9]=[C:10]2[CH2:13][C:14]([OH:16])=[O:15])=[CH:5][CH:4]=1 |f:1.2|. Reported procedure: A mixture of the ethyl 7-methoxynaphth-1-ylacetate obtained above in 250 cm3 of 20% sodium hydroxide in ethanol is refluxed for 3 hours. Reactants: N1N=NC2=C1C=CC(=C2)C(=O)O (1H-Benzotriazole-5-carboxylic acid), NC(=O)N (urea), S(N)(O)(=O)=O (sulfamic acid). The product is N1N=NC2=C1C=CC(=C2)C#N (1H-benzotriazole-5-carbonitrile). Isolated yield 11.3%. Reaction SMILES: [NH:1]1[C:5]2[CH:6]=[CH:7][C:8]([C:10](O)=O)=[CH:9][C:4]=2[N:3]=[N:2]1.[NH2:13]C(N)=O.S(=O)(=O)(O)N>>[NH:1]1[C:5]2[CH:6]=[CH:7][C:8]([C:10]#[N:13])=[CH:9][C:4]=2[N:3]=[N:2]1. Procedure details: 1H-Benzotriazole-5-carboxylic acid (1.0 g, 6.13 mmol), urea (0.552 g, 9.2 mmol) and sulfamic acid (1.19 g, 12.3 mmol) were heated to 240° C. for 1 h. The solid was triturated with water and the solid refluxed with CH2Cl2 for 1 h and the remaining solid removed by filtration. The solvent was removed to give 1H-benzotriazole-5-carbonitrile 100 mg (14%) as a white solid. The reactants are OC1=CC2=C(NC(CS2)=O)C=C1 (7-hydroxy-3,4-dihydro-2H-1,4-benzothiazin-3-one), CC(=O)C (acetone), BrCCCCl (1bromo-3-chloropropane), potassium carbate. Conditions: time 24 hour. Yields the product ClCCCOC1=CC2=C(NC(CS2)=O)C=C1 (7-(3-chloropropoxy)-3,4-dihydro-2H-1,4-benzothiazin-3-one). Isolated yield 50.4%. RXN SMILES: [OH:1][C:2]1[CH:12]=[CH:11][C:5]2[NH:6][C:7](=[O:10])[CH2:8][S:9][C:4]=2[CH:3]=1.Br[CH2:14][CH2:15][CH2:16][Cl:17].CC(C)=O>>[Cl:17][CH2:16][CH2:15][CH2:14][O:1][C:2]1[CH:12]=[CH:11][C:5]2[NH:6][C:7](=[O:10])[CH2:8][S:9][C:4]=2[CH:3]=1. Reported procedure: After a mixture consisting of 7-hydroxy-3,4-dihydro-2H-1,4-benzothiazin-3-one (1.812 g, 10 mmol), 1bromo-3-chloropropane (2.362 g, 15 mmol), potassium carbate (4.146 g, 30 mmol) and acetone (40 mmol) was heated under reflux and stirring for 24 hours, insolube matter was filtered off, and the solvent was distilled off under reduced pressure. The residue was subjected to chromatography on a silica gel column (developer: chloroform) to purify the same, and was then recrystallized from acetone. The ... Starting materials: O=C1NC(=O)c2ccccc21, CC(O)(CCCl)c1ccccc1-c1ccccc1, [K], CN(C)C=O. Yields the product CC(O)(CCN1C(=O)c2ccccc2C1=O)c1ccccc1-c1ccccc1. Reaction SMILES: [C:19]1(=[O:29])[c:20]2[c:21]([cH:25][cH:26][cH:27][cH:28]2)[C:22](=[O:24])[NH:23]1.[Cl:1][CH2:2][CH2:3][C:4]([CH3:5])([OH:6])[c:7]1[c:8](-[c:13]2[cH:14][cH:15][cH:16][cH:17][cH:18]2)[cH:9][cH:10][cH:11][cH:12]1.[K:30].[O:31]=[CH:32][N:33]([CH3:34])[CH3:35]>>[CH2:2]([CH2:3][C:4]([CH3:5])([OH:6])[c:7]1[c:8](-[c:13]2[cH:14][cH:15][cH:16][cH:17][cH:18]2)[cH:9][cH:10][cH:11][cH:12]1)[N:23]1[C:19](=[O:29])[c:20]2[c:21]([cH:25][cH:26][cH:27][cH:28]2)[C:22]1=[O:24]. The reactants are C(=O)(O)[O-].[Na+] (NaHCO3), ClC1=CC=C(OC2=CC=C(C=O)C=C2)C=C1 (4-(4-chlorophenoxy)benzaldehyde), CC(C(=O)NC1=CC(=CC=C1)C1CCNCC1)C (2-methyl-N-[3-(4-piperidinyl)phenyl]propanamide), C(C)(=O)O[BH-](OC(C)=O)OC(C)=O.[Na+] (sodium triacetoxyborohydride). Run in ClCCCl (1,2-dichloroethane). Run at time 8 hour. The product is ClC1=CC=C(OC2=CC=C(CN3CCC(CC3)C=3C=C(C=CC3)NC(C(C)C)=O)C=C2)C=C1 (N-(3-{1-[4-(4-CHLOROPHENOXY)BENZYL]-4-PIPERIDINYL}PHENYL)-2-METHYLPROPANAMIDE). The yield is 22.4%. Reaction SMILES: [Cl:1][C:2]1[CH:16]=[CH:15][C:5]([O:6][C:7]2[CH:14]=[CH:13][C:10]([CH:11]=O)=[CH:9][CH:8]=2)=[CH:4][CH:3]=1.[CH3:17][CH:18]([CH3:34])[C:19]([NH:21][C:22]1[CH:27]=[CH:26][CH:25]=[C:24]([CH:28]2[CH2:33][CH2:32][NH:31][CH2:30][CH2:29]2)[CH:23]=1)=[O:20].C(O[BH-](OC(=O)C)OC(=O)C)(=O)C.[Na+].C([O-])(O)=O.[Na+]>ClCCCl>[Cl:1][C:2]1[CH:16]=[CH:15][C:5]([O:6][C:7]2[CH:14]=[CH:13][C:10]([CH2:11][N:31]3[CH2:32][CH2:33][CH:28]([C:24]4[CH:23]=[C:22]([NH:21][C:19](=[O:20])[CH:18]([CH3:17])[CH3:34])[CH:27]=[CH:26][CH:25]=4)[CH2:29][CH2:30]3)=[CH:9][CH:8]=2)=[CH:4][CH:3]=1 |f:2.3,4.5|. Procedure: A solution of 4-(4-chlorophenoxy)benzaldehyde (0.119 g, 0.510 mmol) and 2-methyl-N-[3-(4-piperidinyl)phenyl]propanamide (0.126 g, 0.510 mmol) in 1,2-dichloroethane (5.00 mL) was treated with sodium triacetoxyborohydride (0.424 g, 2.00 mmol) and HOAC (0.0300 mL, 0.500 mmol) at room temperature. The mixture was stirred overnight at room temperature. The reaction mixture was neutralized with saturated NaHCO3 aqueous solution (10 mL) and the aqueous layer was extracted with CH2Cl2 (3×10 mL). The com...